Dataset: the Open Reaction Database (ORD), a public repository of structured organic reaction records. Task: describe an organic reaction: reactants, conditions, products, and yield As a reaction SMILES: [CH3:21][C:22]#[N:23].[Cl:1][c:2]1[n:3][c:4]([CH3:13])[n:5][cH:6][c:7]1[C:8](=[S:9])[O:10][CH2:11][CH3:12].[NH2:14][c:15]1[cH:16][cH:17][cH:18][cH:19][cH:20]1>>[c:2]1([NH:14][c:15]2[cH:16][cH:17][cH:18][cH:19][cH:20]2)[n:3][c:4]([CH3:13])[n:5][cH:6][c:7]1[C:8](=[S:9])[O:10][CH2:11][CH3:12]. Starting materials: CC#N, CCOC(=S)c1cnc(C)nc1Cl, Nc1ccccc1. The product is CCOC(=S)c1cnc(C)nc1Nc1ccccc1. As a reaction SMILES: [Br:1][c:2]1[n:3][n:4]([CH2:11][CH3:12])[c:5]([Br:10])[c:6]1[N+:7](=[O:8])[O-:9].[CH3:13][CH2:14][OH:15].[CH3:16][CH2:17][NH2:18].[Cl:19][CH2:20][Cl:21].[OH2:22]>>[Br:1][c:2]1[n:3][n:4]([CH2:11][CH3:12])[c:5]([CH2:16][CH2:17][NH2:18])[c:6]1[N+:7](=[O:8])[O-:9]. The reactants are CCn1nc(Br)c([N+](=O)[O-])c1Br, CCO, CCN, ClCCl, O. Product: CCn1nc(Br)c([N+](=O)[O-])c1CCN. Reactants: Cc1nc(-c2ccccc2)nc(-c2ccncc2)c1NC(=O)OC(C)(C)C, CCOC(C)=O, CCO, CC(C)O, Cl, O. The product is Cc1nc(-c2ccccc2)nc(-c2ccncc2)c1N. Reaction SMILES: [C:1]([O:2][C:3](=[O:4])[NH:8][c:9]1[c:10](-[c:22]2[cH:23][cH:24][n:25][cH:26][cH:27]2)[n:11][c:12](-[c:16]2[cH:17][cH:18][cH:19][cH:20][cH:21]2)[n:13][c:14]1[CH3:15])([CH3:5])([CH3:6])[CH3:7].[CH3:33][CH2:34][O:35][C:36](=[O:37])[CH3:38].[CH3:39][CH2:40][OH:41].[CH:28]([OH:29])([CH3:30])[CH3:31].[ClH:32].[OH2:42]>>[NH2:8][c:9]1[c:10](-[c:22]2[cH:23][cH:24][n:25][cH:26][cH:27]2)[n:11][c:12](-[c:16]2[cH:17][cH:18][cH:19][cH:20][cH:21]2)[n:13][c:14]1[CH3:15]. Reactants: CCCCCN1C(=O)C2(COc3cc(Br)ccc32)c2ccccc21, C, CCOC(C)=O, CO, [Pd]. Product: CCCCCN1C(=O)C2(COc3ccccc32)c2ccccc21. RXN SMILES: [Br:1][c:2]1[cH:3][c:4]2[c:5]([cH:23][cH:24]1)[C:6]1([CH2:7][O:8]2)[C:9](=[O:22])[N:10]([CH2:17][CH2:18][CH2:19][CH2:20][CH3:21])[c:11]2[cH:12][cH:13][cH:14][cH:15][c:16]21.[C:25].[C:27]([O:28][CH2:29][CH3:30])(=[O:31])[CH3:32].[CH3:33][OH:34].[Pd:26]>>[cH:2]1[cH:3][c:4]2[c:5]([cH:23][cH:24]1)[C:6]1([CH2:7][O:8]2)[C:9](=[O:22])[N:10]([CH2:17][CH2:18][CH2:19][CH2:20][CH3:21])[c:11]2[cH:12][cH:13][cH:14][cH:15][c:16]21. The reactants are CN1C(N(CC1)C)=NO (1,3-dimethyl-2-imidazolidinone oxime), N1=C(F)N=C(F)N=C1F (cyanuric fluoride). Solvent: N1=CC=CC=C1 (pyridine). Reaction conditions: temperature 42 celsius, time 15 hour. The product is CN1C(N(CC1)C)=NOC1=NC(=NC(=N1)ON=C1N(CCN1C)C)ON=C1N(CCN1C)C (N-[[4,6-bis[[(1,3-dimethylimidazolidin-2-ylidene)amino]oxy]-1,3,5-triazin-2-yl]oxy]-1,3-dimethyl-imidazolidin-2-imine). RXN SMILES: [CH3:1][N:2]1[CH2:6][CH2:5][N:4]([CH3:7])[C:3]1=[N:8][OH:9].[N:10]1[C:17](F)=[N:16][C:14](F)=[N:13][C:11]=1F>N1C=CC=CC=1>[CH3:1][N:2]1[CH2:6][CH2:5][N:4]([CH3:7])[C:3]1=[N:8][O:9][C:11]1[N:13]=[C:14]([O:9][N:8]=[C:3]2[N:4]([CH3:7])[CH2:5][CH2:6][N:2]2[CH3:1])[N:16]=[C:17]([O:9][N:8]=[C:3]2[N:4]([CH3:7])[CH2:5][CH2:6][N:2]2[CH3:1])[N:10]=1. Procedure: To a cold (0° C.) solution of 1,3-dimethyl-2-imidazolidinone oxime (prepared according Kitamura, Mitsuru; Chiba, Shunsuke; Narasaka, Koichi, Bulletin of the Chemical Society of Japan (2003), 76(5), 1063-1070) (5.3 g, 0.041 mol) in dry pyridine (25 ml) within 15 minutes is dropwise added cyanuric fluoride (1.49 g, 0.011 mol). The mixture is then heated for 2 h at 42° C. and then stirred for 15 h at room temperature. The pyridine is evaporated under reduced pressure, the residue is chromatographed... Reactants: CNCC[C@@H](C1=CC=CS1)OC=2C=CC=C3C2C=CC=C3 (Duloxetine), CCOCC (ether). The product is S1C(=CC=C1)O (thienyl alcohol), C1(=CC=CC2=CC=CC=C12)O (1-naphthol). As a reaction SMILES: CNCC[C@H]([O:11][C:12]1[CH:13]=[CH:14][CH:15]=[C:16]2[CH:21]=[CH:20][CH:19]=[CH:18][C:17]=12)[C:6]1[S:10][CH:9]=[CH:8][CH:7]=1.CC[O:24]CC>>[S:10]1[CH:9]=[CH:8][CH:7]=[C:6]1[OH:24].[C:12]1([OH:11])[C:17]2[C:16](=[CH:21][CH:20]=[CH:19][CH:18]=2)[CH:15]=[CH:14][CH:13]=1. Reported procedure: Duloxetine is acid labile, and acid hydrolysis of its ether linkage results in a thienyl alcohol and 1-naphthol. 50% of a dosage is hydrolyzed to 1-naphthol within one hour at a pH of 1.0, which is achieved under fasting conditions. At a pH of 2.0, 10% of the dosage degrades to 1-Naphthol in one hour and at a pH of 4.0, 10% degradation would take up to 63 hours. The reaction scheme showing the conversion of duloxetine to 1-naphthol and its thienyl derivative is shown below. Reactants: CC(=O)OCC1=C(N2[C@@H]([C@@H](C2=O)N)SC1)C(=O)O (7-ACA), ferric chloride, C(OC)([O-])[O-] (methyl orthoformate). The reagents and catalysts are [Cl-].[Zn+2].[Cl-] (zinc chloride). Run in S1(=O)(=O)CCCC1 (sulfolane). Reaction conditions: temperature 50 celsius. The product is desired product, NC1[C@@H]2N(C(=C(CS2)COC)C(=O)O)C1=O (7-amino-3-methoxymethyl-3-cephem-4-carboxylic acid). RXN SMILES: C[C:2]([O:4][CH2:5][C:6]1[CH2:15][S:14][C@@H:9]2[C@H:10]([NH2:13])[C:11](=[O:12])[N:8]2[C:7]=1[C:16]([OH:18])=[O:17])=O.C([O-])([O-])OC>[Cl-].[Zn+2].[Cl-].S1(CCCC1)(=O)=O>[NH2:13][CH:10]1[C:11](=[O:12])[N:8]2[C:7]([C:16]([OH:18])=[O:17])=[C:6]([CH2:5][O:4][CH3:2])[CH2:15][S:14][C@H:9]12 |f:2.3.4|. Reported procedure: To 10 ml of sulfolane were added 1.41 g of 7-ACA, 0.99 g of ferric chloride, 5.00 g of zinc chloride and 0.92 ml of methyl orthoformate. The mixture was heated at 50° C. for 6 hours to advance a reaction. After completion of the reaction, substantially the same procedure as in Example 1 was repeated, to thereby obtain a desired product, namely 7-amino-3-methoxymethyl-3-cephem-4-carboxylic acid. The amount of the desired product was 0.81 g. The yield of the desired product was 64%. The reactants are S1C2=C(C=C1)C(CCC2)=O (6,7-Dihydrobenzo[b]thiophen-4(5H)-one), [Li+].CC(C)[N-]C(C)C (LDA), [Cl-].[NH4+] (ammonium chloride), C(C1=CC=CC=C1)Br (Benzyl bromide). The solvent is C1CCOC1 (THF). Run at temperature -30 celsius, time 18 hour. Yields the product C(C1=CC=CC=C1)C1C(C2=C(SC=C2)CC1)=O (5-benzyl-6,7-dihydrobenzo[b]thiophen-4(5H)-one). Isolated yield 68.8%. Reaction SMILES: [S:1]1[CH:5]=[CH:4][C:3]2[C:6](=[O:10])[CH2:7][CH2:8][CH2:9][C:2]1=2.[Li+].CC([N-]C(C)C)C.[CH2:19](Br)[C:20]1[CH:25]=[CH:24][CH:23]=[CH:22][CH:21]=1.[Cl-].[NH4+]>C1COCC1>[CH2:19]([CH:7]1[CH2:8][CH2:9][C:2]2[S:1][CH:5]=[CH:4][C:3]=2[C:6]1=[O:10])[C:20]1[CH:25]=[CH:24][CH:23]=[CH:22][CH:21]=1 |f:1.2,4.5|. Procedure: 6,7-Dihydrobenzo[b]thiophen-4(5H)-one (0.5 g, 3.3 mmol) in THF (7.5 mL) was added drop-wise to LDA (2.2 mL, 3.67 mmol) under a nitrogen atmosphere at −78° C. The mixture was warmed to −30° C. for 10 min before being re-cooled to −78° C. Benzyl bromide (1.17 mL, 9.9 mmol) was then added drop-wise and the mixture was gradually warmed to room temperature and stirred for 18 hr. Saturated ammonium chloride solution was added to the reaction mixture and product was extracted into ethyl acetate (×3). T...